Dataset: the Open Reaction Database (ORD), a public repository of structured organic reaction records. Task: describe an organic reaction: reactants, conditions, products, and yield Starting materials: Cl.Cl.Cl.Cl.CN1CCC(CC1)C[C@@H](N)C(=O)N1CCN(CC1)C1CCN(CC1)C (1-[β-(1-methylpiperidin-4-yl)-D-alanyl]-4-(1-methylpiperidin-4-yl)piperazine tetrahydrochloride), ClC=1C=C2C=C(NC2=CC1)C(=O)O (5-chloroindole-2-carboxylic acid). The product is ClC=1C=C2C=C(NC2=CC1)C(=O)N[C@H](CC1CCN(CC1)C)C(=O)N1CCN(CC1)C1CCN(CC1)C (1-[N-(5-Chloroindole-2-carbonyl)-β-(1-methylpiperidin-4-yl)-D-alanyl]-4-(1-methylpiperidin-4-yl)piperazine). RXN SMILES: Cl.Cl.Cl.Cl.[CH3:5][N:6]1[CH2:11][CH2:10][CH:9]([CH2:12][C@H:13]([C:15]([N:17]2[CH2:22][CH2:21][N:20]([CH:23]3[CH2:28][CH2:27][N:26]([CH3:29])[CH2:25][CH2:24]3)[CH2:19][CH2:18]2)=[O:16])[NH2:14])[CH2:8][CH2:7]1.[Cl:30][C:31]1[CH:32]=[C:33]2[C:37](=[CH:38][CH:39]=1)[NH:36][C:35]([C:40](O)=[O:41])=[CH:34]2>>[Cl:30][C:31]1[CH:32]=[C:33]2[C:37](=[CH:38][CH:39]=1)[NH:36][C:35]([C:40]([NH:14][C@@H:13]([C:15]([N:17]1[CH2:18][CH2:19][N:20]([CH:23]3[CH2:24][CH2:25][N:26]([CH3:29])[CH2:27][CH2:28]3)[CH2:21][CH2:22]1)=[O:16])[CH2:12][CH:9]1[CH2:10][CH2:11][N:6]([CH3:5])[CH2:7][CH2:8]1)=[O:41])=[CH:34]2 |f:0.1.2.3.4|. Reported procedure: Using methods substantially equivalent to those described in Method D-1, the titled compound was prepared from 1-[β-(1-methylpiperidin-4-yl)-D-alanyl]-4-(1-methylpiperidin-4-yl)piperazine tetrahydrochloride and 5-chloroindole-2-carboxylic acid (46%). Reactants: C=1C=C(SC1)C(=O)C=2C=CC(=C(C2Cl)Cl)OCC(=O)O (tienilic acid), NC(C(=O)O)CCCN (2,5-diaminopentanoic acid). Solvent: C(C)O (ethanol). Product: ClC1=C(OCC(=O)O)C=CC(=C1Cl)C(=O)C=1SC=CC1.N[C@@H](CCCN)C(=O)O (Ornithine 2,3-dichloro-4-(2-thienylcarbonyl)-phenoxyacetate). Isolated yield 85.0%. RXN SMILES: [CH:1]1[CH:2]=[C:3]([C:6]([C:8]2[CH:9]=[CH:10][C:11]([O:16][CH2:17][C:18]([OH:20])=[O:19])=[C:12]([Cl:15])[C:13]=2[Cl:14])=[O:7])[S:4][CH:5]=1.[NH2:21][CH:22]([CH2:26][CH2:27][CH2:28][NH2:29])[C:23]([OH:25])=[O:24]>C(O)C>[Cl:15][C:12]1[C:13]([Cl:14])=[C:8]([C:6]([C:3]2[S:4][CH:5]=[CH:1][CH:2]=2)=[O:7])[CH:9]=[CH:10][C:11]=1[O:16][CH2:17][C:18]([OH:20])=[O:19].[NH2:21][C@H:22]([C:23]([OH:25])=[O:24])[CH2:26][CH2:27][CH2:28][NH2:29] |f:3.4|. Procedure: Using the method of Example 1, this salt was obtained at an 85% yield by reacting 13.6 g tienilic acid and 6 g 2,5-diaminopentanoic acid in ethanol. M.Pt: 230° C. Reactants: FC1=CC=C(CN)C=C1 (4-fluorobenzylamine), ClC=1C2=C(N=C(N1)C1=CC=NO1)SC(=C2)C(F)(F)F (4-chloro-2-(isoxazol-5-yl)-6-trifluoromethyl-thieno-[2,3-d]-pyrimidine). The product is O1N=CC=C1C=1N=C(C2=C(N1)SC(=C2)C(F)(F)F)NCC2=CC=C(C=C2)F (2-(isoxazol-5-yl)4-(4-fluorobenzylamino)-6-trifluoromethyl-thieno-[2,3-d]-pyrimidine). Reaction SMILES: [F:1][C:2]1[CH:9]=[CH:8][C:5]([CH2:6][NH2:7])=[CH:4][CH:3]=1.Cl[C:11]1[C:12]2[CH:24]=[C:23]([C:25]([F:28])([F:27])[F:26])[S:22][C:13]=2[N:14]=[C:15]([C:17]2[O:21][N:20]=[CH:19][CH:18]=2)[N:16]=1>>[O:21]1[C:17]([C:15]2[N:16]=[C:11]([NH:7][CH2:6][C:5]3[CH:8]=[CH:9][C:2]([F:1])=[CH:3][CH:4]=3)[C:12]3[CH:24]=[C:23]([C:25]([F:27])([F:28])[F:26])[S:22][C:13]=3[N:14]=2)=[CH:18][CH:19]=[N:20]1. Procedure details: With the procedure of Example 1, the reaction of 4-fluorobenzylamine with 4-chloro-2-(isoxazol-5-yl)-6-trifluoromethyl-thieno-[2,3-d]-pyrimidine yields 2-(isoxazol-5-yl)4-(4-fluorobenzylamino)-6-trifluoromethyl-thieno-[2,3-d]-pyrimidine. Reaction SMILES: [OH2:23].[OH:1][C:2]([CH2:3][C:4](=[N:5][OH:6])[C:7]([OH:8])=[O:9])([C:10](=[O:11])[OH:12])[CH2:13][c:14]1[cH:15][nH:16][c:17]2[cH:18][cH:19][cH:20][cH:21][c:22]12>>[O:1]=[C:2]([C:10](=[O:11])[OH:12])[CH2:13][c:14]1[cH:15][nH:16][c:17]2[cH:18][cH:19][cH:20][cH:21][c:22]12. The product is O=C(O)C(=O)Cc1c[nH]c2ccccc12. Starting materials: O, O=C(O)C(CC(O)(Cc1c[nH]c2ccccc12)C(=O)O)=NO.